From a dataset of the Open Reaction Database (ORD), a public repository of structured organic reaction records. describe an organic reaction: reactants, conditions, products, and yield Starting materials: ice water, C(C)OC(=O)C=1C(=NC(=NC1)C=1C=NC=CC1)Cl (4-Chloro-2-pyridin-3-yl-pyrimidine-5-carboxylic acid ethyl ester), C(#N)C=1C=C(C=CC1)O (3-cyanophenol), C(=O)([O-])[O-].[Cs+].[Cs+] (Cs2CO3). Solvent: CC#N (CH3CN). Conditions: time 2 hour. Yields the product C(C)OC(=O)C=1C(=NC(=NC1)C=1C=NC=CC1)OC1=CC(=CC=C1)C#N (4-(3-Cyano-phenoxy)-2-pyridin-3-yl-pyrimidine-5-carboxylic acid ethyl ester). As a reaction SMILES: [CH2:1]([O:3][C:4]([C:6]1[C:7](Cl)=[N:8][C:9]([C:12]2[CH:13]=[N:14][CH:15]=[CH:16][CH:17]=2)=[N:10][CH:11]=1)=[O:5])[CH3:2].[C:19]([C:21]1[CH:22]=[C:23]([OH:27])[CH:24]=[CH:25][CH:26]=1)#[N:20].C([O-])([O-])=O.[Cs+].[Cs+]>CC#N>[CH2:1]([O:3][C:4]([C:6]1[C:7]([O:27][C:23]2[CH:24]=[CH:25][CH:26]=[C:21]([C:19]#[N:20])[CH:22]=2)=[N:8][C:9]([C:12]2[CH:13]=[N:14][CH:15]=[CH:16][CH:17]=2)=[N:10][CH:11]=1)=[O:5])[CH3:2] |f:2.3.4|. Procedure details: A mixture of Compound 14d (1.0 g; 3.79 mmol), 3-cyanophenol (0.587 g; 4.93 mmol) and Cs2CO3 (4.93 g; 15.13 mmol) in CH3CN (25 mL) was stirred at room temperature for 2 h. The suspension was poured into ice-water and extracted with CH2Cl2 (3×50 mL). The combined organic phases were dried over MgSO4 and concentrated to afford Compound 14e. 1H NMR (300 MHz, CDCl3): δ 9.40 (s, 1H), 9.25 (s, 1H), 8.70 (d, 1H), 8.45 (m, 1H), 7.45-7.65 (m, 4H), 7.35 (m, 1H), 4.50 (q, 2H), 1.45 (t, 3H); MS: m/z 347.2 (M... Reactants: ClC=1C=C(C=CC1N)C(C(=O)OCC)C (ethyl α-(3-chloro-4-aminophenyl)-propionate), C(C)OC(C=CC(C=CC(=O)OCC)=O)=O (4-oxo-2,5-heptadienedioic acid diethyl ester). Yields the product ClC=1C=C(C=CC1N1CCC(CC1)=O)C(C(=O)O)C (α-[3-chloro-4-(4-oxo-piperidino)-phenyl]-propionic acid). RXN SMILES: [Cl:1][C:2]1[CH:3]=[C:4]([CH:9]([CH3:15])[C:10]([O:12]CC)=[O:11])[CH:5]=[CH:6][C:7]=1[NH2:8].C(OC(=O)[CH:20]=[CH:21][C:22](=[O:30])[CH:23]=[CH:24]C(OCC)=O)C>>[Cl:1][C:2]1[CH:3]=[C:4]([CH:9]([CH3:15])[C:10]([OH:12])=[O:11])[CH:5]=[CH:6][C:7]=1[N:8]1[CH2:24][CH2:23][C:22](=[O:30])[CH2:21][CH2:20]1. Procedure details: Moreover, the 4-fluoro-phenyl-acetonitrile can be reacted with 4-oxo-piperidine, to yield the 4-(4-oxo-piperidino)-phenyl-acetonitrile, which can be hydrolyzed to the free acid and the acid esterified, or the ethyl α-(3-chloro-4-aminophenyl)-propionate reacted with 4-oxo-2,5-heptadienedioic acid diethyl ester, saponifying and decarboxylating the reaction product, to yield the α-[3-chloro-4-(4-oxo-piperidino)-phenyl]-propionic acid. In corresponding esters, the carbonyl group can be reduced with ... Starting materials: C(C)OC(COC1=C(C=C(C=C1)SCC=C(C1=CC=C(C=C1)Cl)C1=CC=C(C=C1)Cl)C(F)(F)F)=O ({4-[3,3-bis-(4-chloro-phenyl)-allylsulfanyl]-2-trifluoromethyl-phenoxy}-acetic acid ethyl ester). Run in [OH-].[Na+] (NaOH), C(C)O (ethanol). Yields the product ClC1=CC=C(C=C1)C(=CCSC1=CC(=C(OCC(=O)O)C=C1)C(F)(F)F)C1=CC=C(C=C1)Cl ({4-[3,3-Bis-(4-chloro-phenyl)-allylsulfanyl]-2-trifluoromethyl-phenoxy}-acetic acid). RXN SMILES: C([O:3][C:4](=[O:35])[CH2:5][O:6][C:7]1[CH:12]=[CH:11][C:10]([S:13][CH2:14][CH:15]=[C:16]([C:24]2[CH:29]=[CH:28][C:27]([Cl:30])=[CH:26][CH:25]=2)[C:17]2[CH:22]=[CH:21][C:20]([Cl:23])=[CH:19][CH:18]=2)=[CH:9][C:8]=1[C:31]([F:34])([F:33])[F:32])C>[OH-].[Na+].C(O)C>[Cl:30][C:27]1[CH:26]=[CH:25][C:24]([C:16]([C:17]2[CH:22]=[CH:21][C:20]([Cl:23])=[CH:19][CH:18]=2)=[CH:15][CH2:14][S:13][C:10]2[CH:11]=[CH:12][C:7]([O:6][CH2:5][C:4]([OH:35])=[O:3])=[C:8]([C:31]([F:34])([F:32])[F:33])[CH:9]=2)=[CH:29][CH:28]=1 |f:1.2|. Procedure: A solution of {{4-[3,3-bis-(4-chloro-phenyl)-allylsulfanyl]-2-trifluoromethyl-phenoxy}-acetic acid ethyl ester (135 mg, 0.25 mmol) in 1N NaOH (1 ml) and ethanol (10 ml) was stirred at room temperature for 18 hours. The reaxtion mixture was evaporated and the residue dissolved in water (5 ml) and 1 N HCl (1.2 ml). The aquous phase was extracted with ethyl acetate (3×15 ml), dried (MgSO4) and evaporated to give the title compound in 130 mg (100%) yield.